From a dataset of the Open Reaction Database (ORD), a public repository of structured organic reaction records. describe an organic reaction: reactants, conditions, products, and yield Reactants: N#Cc1ccc(Br)cc1Cl, O=C([O-])[O-], CCC1NC(=O)C(F)(F)C1O, [Cs+], [Cs+], O=C(C=Cc1ccccc1)C=Cc1ccccc1, O=C(C=Cc1ccccc1)C=Cc1ccccc1, O=C(C=Cc1ccccc1)C=Cc1ccccc1, [Pd], [Pd], CC1(C)c2cccc(P(c3ccccc3)c3ccccc3)c2Oc2c(P(c3ccccc3)c3ccccc3)cccc21. Product: CCC1C(O)C(F)(F)C(=O)N1c1ccc(C#N)c(Cl)c1. RXN SMILES: [Br:1][c:2]1[cH:3][c:4]([Cl:10])[c:5]([C:6]#[N:7])[cH:8][cH:9]1.[C:64](=[O:65])([O-:66])[O-:67].[CH2:11]([CH3:12])[CH:13]1[CH:14]([OH:21])[C:15]([F:19])([F:20])[C:16](=[O:18])[NH:17]1.[Cs+:68].[Cs+:69].[O:108]=[C:109]([CH:110]=[CH:111][c:112]1[cH:113][cH:114][cH:115][cH:116][cH:117]1)[CH:118]=[CH:119][c:120]1[cH:121][cH:122][cH:123][cH:124][cH:125]1.[O:72]=[C:73]([CH:74]=[CH:75][c:76]1[cH:77][cH:78][cH:79][cH:80][cH:81]1)[CH:82]=[CH:83][c:84]1[cH:85][cH:86][cH:87][cH:88][cH:89]1.[O:90]=[C:91]([CH:92]=[CH:93][c:94]1[cH:95][cH:96][cH:97][cH:98][cH:99]1)[CH:100]=[CH:101][c:102]1[cH:103][cH:104][cH:105][cH:106][cH:107]1.[Pd:70].[Pd:71].[c:22]1([P:23]([c:24]2[cH:25][cH:26][cH:27][cH:28][cH:29]2)[c:30]2[c:31]3[c:55]([cH:56][cH:57][cH:58]2)[C:52]([CH3:53])([CH3:54])[c:34]2[c:33]([c:38]([P:39]([c:40]4[cH:41][cH:42][cH:43][cH:44][cH:45]4)[c:46]4[cH:47][cH:48][cH:49][cH:50][cH:51]4)[cH:37][cH:36][cH:35]2)[O:32]3)[cH:59][cH:60][cH:61][cH:62][cH:63]1>>[c:2]1([N:17]2[CH:13]([CH2:11][CH3:12])[CH:14]([OH:21])[C:15]([F:19])([F:20])[C:16]2=[O:18])[cH:3][c:4]([Cl:10])[c:5]([C:6]#[N:7])[cH:8][cH:9]1. Starting materials: C1(=CC=CC=C1)C(C#C)O (1-phenyl-2-propyne-1-ol), [Si](C)(C)(C(C)(C)C)Cl (t-butyl dimethylsilyl chloride), N1C=NC=C1 (imidazole), O (water). Solvent: CN(C=O)C (dimethyl formamide). Run at time 3 hour. Product: O([Si](C)(C)C(C)(C)C)C(C#C)C1=CC=CC=C1 (1-t-butyldimethylsiloxy-1-phenyl-2-propyne). The yield is 65.2%. RXN SMILES: [C:1]1([CH:7]([OH:10])[C:8]#[CH:9])[CH:6]=[CH:5][CH:4]=[CH:3][CH:2]=1.[Si:11](Cl)([C:14]([CH3:17])([CH3:16])[CH3:15])([CH3:13])[CH3:12].N1C=CN=C1.O>CN(C)C=O>[O:10]([CH:7]([C:1]1[CH:6]=[CH:5][CH:4]=[CH:3][CH:2]=1)[C:8]#[CH:9])[Si:11]([C:14]([CH3:17])([CH3:16])[CH3:15])([CH3:13])[CH3:12]. Procedure details: To a solution of 5.0 g (37.9 mmol) of 1-phenyl-2-propyne-1-ol in 20 ml of dimethyl formamide were added 6.9 g (45.8 mmol) of t-butyl dimethylsilyl chloride and 6.2 g (91.1 mmol) of imidazole, and the resulting mixture was stirred at room temperature for 3 hours, 50 ml of water was added and the mixture was extracted with a pentane-ether (1:1) mixture (4×30 ml). The organic layer was washed with water (30 ml) and saturated brine, dried over anhydrous magnesium sulfate (30 mg) and thereafter conce...